Dataset: the Open Reaction Database (ORD), a public repository of structured organic reaction records. Task: describe an organic reaction: reactants, conditions, products, and yield Reactants: OC1=C2C(OCC2=C(C(=C1C\C=C/1\CC(CC1)C(=O)OCC)OC)C)=O (ethyl (E)-3-[2-(1,3-dihydro-4-hydroxy-6-methoxy-7-methyl-3-oxoisobenzofuran-5-yl)ethylidene]cyclopentane -1-carboxylate). Solvent: CCCCCC.ClCCl (hexane dichloromethane). Product: OC1=C2C(OCC2=C(C(=C1C\C=C/1\CC(CC1)C(=O)O)OC)C)=O ((E)-3-[2-(1,3-dihydro-4-hydroxy-6-methoxy-7-methyl-3-oxoisobenzofuran-5-yl)ethylidene]cyclopentane -1-carboxylic acid). Reaction SMILES: [OH:1][C:2]1[C:10]([CH2:11]/[CH:12]=[C:13]2/[CH2:14][CH:15]([C:18]([O:20]CC)=[O:19])[CH2:16][CH2:17]/2)=[C:9]([O:23][CH3:24])[C:8]([CH3:25])=[C:7]2[C:3]=1[C:4](=[O:26])[O:5][CH2:6]2>CCCCCC.ClCCl>[OH:1][C:2]1[C:10]([CH2:11]/[CH:12]=[C:13]2/[CH2:14][CH:15]([C:18]([OH:20])=[O:19])[CH2:16][CH2:17]/2)=[C:9]([O:23][CH3:24])[C:8]([CH3:25])=[C:7]2[C:3]=1[C:4](=[O:26])[O:5][CH2:6]2 |f:1.2|. Procedure details: By following the procedure of Example ZA-6A and substituting methyl (E)-6-(1,3-dihydro-4-hydroxy-6-methoxy-7-methyl-3-oxoisobenzofuran-5-yl)-2,4-dimethyl-4-hexenoate with ethyl (E)-3-[2-(1,3-dihydro-4-hydroxy-6-methoxy-7-methyl-3-oxoisobenzofuran-5-yl)ethylidene]cyclopentane -1-carboxylate (prepared e.g, as described with reference to Reaction Scheme ZD-A, Steps 1 through 4) there is obtained (E)-3-[2-(1,3-dihydro-4-hydroxy-6-methoxy-7-methyl-3-oxoisobenzofuran-5-yl)ethylidene]cyclopentane -1-ca... Reactants: ClCCCl, CC(Cl)Cl, CCOC(=O)C=[N+]=[N-], Cc1cc2c(O)nccc2n1Cc1ccccc1-c1ccccc1. Product: CCOC(=O)COc1nccc2c1cc(C)n2Cc1ccccc1-c1ccccc1. Reaction SMILES: [Cl:33][CH2:34][CH2:35][Cl:36].[Cl:37][CH:38]([Cl:39])[CH3:40].[N+:25](=[N-:26])=[CH:27][C:28](=[O:29])[O:30][CH2:31][CH3:32].[c:1]1(-[c:19]2[cH:20][cH:21][cH:22][cH:23][cH:24]2)[c:2]([CH2:7][n:8]2[c:9]([CH3:18])[cH:10][c:11]3[c:12]([OH:17])[n:13][cH:14][cH:15][c:16]23)[cH:3][cH:4][cH:5][cH:6]1>>[c:1]1(-[c:19]2[cH:20][cH:21][cH:22][cH:23][cH:24]2)[c:2]([CH2:7][n:8]2[c:9]([CH3:18])[cH:10][c:11]3[c:12]([O:17][CH2:27][C:28](=[O:29])[O:30][CH2:31][CH3:32])[n:13][cH:14][cH:15][c:16]23)[cH:3][cH:4][cH:5][cH:6]1.